Dataset: the Open Reaction Database (ORD), a public repository of structured organic reaction records. Task: describe an organic reaction: reactants, conditions, products, and yield Reactants: ClC=1C(=CC(=NC1)NC(C(C)(C)C)=O)C (N-(5-chloro-4-methyl-pyridin-2-yl)-2,2-dimethyl-propionamide), Cl (HCl), C(C)OCC (diethyl ether), CN(C=CC=O)C (3-dimethylamino-propenal). Solvent: C(C)(C)(C)[Li] (tert-butyl lithium), O (water). Run at temperature 80 celsius. Yields the product ClC=1C=NC2=NC=CC=C2C1C (3-chloro-4-methyl-[1,8]naphthyridine). The yield is 69.1%. RXN SMILES: [Cl:1][C:2]1[C:3]([CH3:15])=[CH:4][C:5]([NH:8][C:9](=O)[C:10]([CH3:13])(C)C)=[N:6][CH:7]=1.C(OCC)C.CN(C)C=CC=O.Cl>C([Li])(C)(C)C.O>[Cl:1][C:2]1[CH:7]=[N:6][C:5]2[C:4]([C:3]=1[CH3:15])=[CH:13][CH:10]=[CH:9][N:8]=2. Reported procedure: N-(5-chloro-4-methyl-pyridin-2-yl)-2,2-dimethyl-propionamide (18.3 g, 0.081 mol) from Step 2 was placed in a flame-dried three-neck 1 L flask fitted with an overhead stirrer, under nitrogen. To this solid was added anhydrous diethyl ether (170 mL) and the mixture stirred until a solution, whereupon it was cooled in a dry ice/acetone bath for 20 min (slurry formed). To the resulting slurry was dropped in tert-butyl lithium (1.7 M in pentane, 100 mL) via cannula over an 8 min period. The flask was... Starting materials: CN1CCC(CC1)C=1C=CC2=C(C=C(O2)C)C1 (1-methyl-4-(2-methyl-5-benzofuranyl)-piperidine), ClC(=O)OCC (ethyl chloroformate), ester, solid, [OH-].[K+] (potassium hydroxide), O (water). The solvent is C1(=CC=CC=C1)C (toluene), C1(=CC=CC=C1)C (toluene), C(COCCO)O (diethylene glycol). Product: CC=1OC2=C(C1)C=C(C=C2)C2CCNCC2 (4-(2-methyl-5-benzofuranyl)-piperidine). Reaction SMILES: C[N:2]1[CH2:7][CH2:6][CH:5]([C:8]2[CH:9]=[CH:10][C:11]3[O:15][C:14]([CH3:16])=[CH:13][C:12]=3[CH:17]=2)[CH2:4][CH2:3]1.ClC(OCC)=O.[OH-].[K+].O>C1(C)C=CC=CC=1.C(O)COCCO>[CH3:16][C:14]1[O:15][C:11]2[CH:10]=[CH:9][C:8]([CH:5]3[CH2:6][CH2:7][NH:2][CH2:3][CH2:4]3)=[CH:17][C:12]=2[CH:13]=1 |f:2.3|. Reported procedure: 7.3 g (0.03 mol) of 1-methyl-4-(2-methyl-5-benzofuranyl)-piperidine (c.f. Example 11) are stirred, together with 11.0 g (0.1 mol) of ethyl chloroformate, in 125 ml of toluene at 50°-55° for 15 hours. The solvent and excess ethyl chloroformate are distilled off under a waterpump vacuum at a bath temperature of 70°, the resulting residue is dissolved in toluene and the toluene solution is washed with water, 2 N sodium hydroxide solution, water, 2 N hydrochloric acid and water again. The toluene so... Reactants: S(=O)(=O)(Cl)Cl (Sulfuryl chloride), CON=C(C(=O)[O-])C(=O)C (2-methoxyiminoacetoacetate), C(C)(=O)O (acetic acid), O (water), O (water). Yields the product CON=C(C(=O)OCC)C(=O)CCl (ethyl 2-methoxyimino-4-chloroacetoacetate). RXN SMILES: S(Cl)([Cl:4])(=O)=O.[CH3:6][O:7][N:8]=[C:9]([C:13]([CH3:15])=[O:14])[C:10]([O-:12])=[O:11].O.[C:17](O)(=O)[CH3:18]>>[CH3:6][O:7][N:8]=[C:9]([C:13]([CH2:15][Cl:4])=[O:14])[C:10]([O:12][CH2:17][CH3:18])=[O:11]. Reported procedure: Sulfuryl chloride (235 ml.) was dropwise added over 20 minutes with stirring and ice-cooling to a solution of ethyl, 2-methoxyiminoacetoacetate (syn isomer) (500 g.) in acetic acid (500 ml.), and the mixture was stirred overnight under cooling with water. Nitrogen gas was introduced to the reaction mixture for 2 hours, and the resulting mixture was poured into water (2.5 l). After extracting with methylene chloride (500 ml.) and twice with methylene chloride (200 ml.), the extracts were combined... Reactants: CI, [H-], [Na+], CN(C)C=O, CCOC(=O)c1cc2ccccc2[nH]1. Product: CCOC(=O)c1cc2ccccc2n1C. As a reaction SMILES: [CH3:17][I:18].[H-:2].[Na+:1].[O:19]=[CH:20][N:21]([CH3:22])[CH3:23].[nH:3]1[c:4]([C:12](=[O:13])[O:14][CH2:15][CH3:16])[cH:5][c:6]2[cH:7][cH:8][cH:9][cH:10][c:11]12>>[n:3]1([CH3:17])[c:4]([C:12](=[O:13])[O:14][CH2:15][CH3:16])[cH:5][c:6]2[cH:7][cH:8][cH:9][cH:10][c:11]12. The reactants are C(C)(C)(C)C1=CC=C(C=C1)Br (4-tert-butyl-1-bromobenzene), C1COC2(CCC(CC2)=O)O1 (1,4-cyclohexandione monoethylene ketal), [Mg] (magnesium), O (water). Run in C(C)OCC (ethyl ether), O1CCCC1 (tetrahydrofuran), C(C)OCC (ethyl ether), C(C)(=O)O (acetic acid). The product is C(C)(C)(C)C1=CC=C(C=C1)C1(CCC2(OCCO2)CC1)O (8-[4-(tert-butyl)phenyl]-1,4-dioxaspiro[4.5]decan-8-ol). As a reaction SMILES: [Mg].[C:2]([C:6]1[CH:11]=[CH:10][C:9](Br)=[CH:8][CH:7]=1)([CH3:5])([CH3:4])[CH3:3].[CH2:13]1[O:23][C:16]2([CH2:21][CH2:20][C:19](=[O:22])[CH2:18][CH2:17]2)[O:15][CH2:14]1.O>C(OCC)C.O1CCCC1.C(O)(=O)C>[C:2]([C:6]1[CH:11]=[CH:10][C:9]([C:19]2([OH:22])[CH2:20][CH2:21][C:16]3([O:23][CH2:13][CH2:14][O:15]3)[CH2:17][CH2:18]2)=[CH:8][CH:7]=1)([CH3:5])([CH3:4])[CH3:3]. Procedure details: In an atmosphere of nitrogen, 0.23 g of magnesium powder was suspended in 2 ml of anhydrous ethyl ether. While refluxing the suspension, a solution of 2.00 g of 4-tert-butyl-1-bromobenzene in 10 ml anhydrous ethyl ether was dropwise added. After stirring the resulting mixture under reflux for one hour, a solution of 1.17 g of 1,4-cyclohexandione monoethylene ketal in 10 ml anhydrous tetrahydrofuran was dropwise added at 0-5° C., and the temperature was elevated to ambient temperature. After stir...